This data is from the Open Reaction Database (ORD), a public repository of structured organic reaction records. The task is: describe an organic reaction: reactants, conditions, products, and yield Reactants: CS(=O)(=O)C=1C=CC(=C(C(=O)O)C1)N1CCCC1 (5-Methanesulfonyl-2-pyrrolidin-1-yl-benzoic acid), ClC1=C(C(=O)O)C=C(C=C1)S(NC)(=O)=O (2-Chloro-5-methylsulfamoyl-benzoic acid), N1CCOCC1 (morpholine). Yields the product CNS(=O)(=O)C=1C=CC(=C(C(=O)O)C1)N1CCOCC1 (5-Methylsulfamoyl-2-morpholin-4-yl-benzoic acid). Yield: 40.0%. As a reaction SMILES: CS(C1C=CC(N2CCCC2)=C(C=1)C(O)=O)(=O)=O.Cl[C:20]1[CH:28]=[CH:27][C:26]([S:29](=[O:33])(=[O:32])[NH:30][CH3:31])=[CH:25][C:21]=1[C:22]([OH:24])=[O:23].[NH:34]1[CH2:39][CH2:38][O:37][CH2:36][CH2:35]1>>[CH3:31][NH:30][S:29]([C:26]1[CH:27]=[CH:28][C:20]([N:34]2[CH2:39][CH2:38][O:37][CH2:36][CH2:35]2)=[C:21]([CH:25]=1)[C:22]([OH:24])=[O:23])(=[O:33])=[O:32]. Procedure details: The title compound was synthesised according to the procedure described for the synthesis of 5-Methanesulfonyl-2-pyrrolidin-1-yl-benzoic acid from 2-Chloro-5-methylsulfamoyl-benzoic acid and morpholine and obtained in 40% yield. MS (m/e): 299.2 (MH−, 100%). Reactants: C(C)(C)(C)OC(=O)NC1C(NC2=C(NC1=O)C=CC=C2)=O (3-(t-Butoxycarbonylamino)-1H-1,5-benzodiazepine-2,4(3H,5H)-dione), N1(CCCC1)C(=O)CBr (pyrrolidinocarbonylmethyl bromide). The product is N1(CCCC1)C(=O)CN1C(C(C(N(C2=C1C=CC=C2)CC(=O)N2CCCC2)=O)NC(=O)OC(C)(C)C)=O (1,5-Bis-(pyrrolidinocarbonylmethyl)-3-(t-butoxycarbonylamino) -1H-1,5-benzodiazepine-2,4(3H,5H)-dione). Reaction SMILES: [C:1]([O:5][C:6]([NH:8][CH:9]1[C:15](=[O:16])[NH:14][C:13]2[CH:17]=[CH:18][CH:19]=[CH:20][C:12]=2[NH:11][C:10]1=[O:21])=[O:7])([CH3:4])([CH3:3])[CH3:2].[N:22]1([C:27]([CH2:29]Br)=[O:28])[CH2:26][CH2:25][CH2:24][CH2:23]1>>[N:22]1([C:27]([CH2:29][N:14]2[C:13]3[CH:17]=[CH:18][CH:19]=[CH:20][C:12]=3[N:11]([CH2:29][C:27]([N:22]3[CH2:26][CH2:25][CH2:24][CH2:23]3)=[O:28])[C:10](=[O:21])[CH:9]([NH:8][C:6]([O:5][C:1]([CH3:4])([CH3:2])[CH3:3])=[O:7])[C:15]2=[O:16])=[O:28])[CH2:26][CH2:25][CH2:24][CH2:23]1. Procedure details: Compound 14a is prepared in a manner similar to that used for preparation of Compound 14 h using previously prepared Compound 13 and pyrrolidinocarbonylmethyl bromide.